From a dataset of the Open Reaction Database (ORD), a public repository of structured organic reaction records. describe an organic reaction: reactants, conditions, products, and yield The reactants are CC#N, Cc1cc(C=O)c(C)s1, [Na+], [Na+], [OH-], O, OO, O=P([O-])(O)O. Yields the product Cc1cc(C(=O)O)c(C)s1. As a reaction SMILES: [CH3:18][C:19]#[N:20].[CH3:1][c:2]1[s:3][c:4]([CH3:9])[cH:5][c:6]1[CH:7]=[O:8].[Na+:15].[Na+:17].[OH-:16].[OH2:21].[OH:22][OH:23].[P:10](=[O:11])([O-:12])([OH:13])[OH:14]>>[CH3:1][c:2]1[s:3][c:4]([CH3:9])[cH:5][c:6]1[C:7](=[O:8])[OH:11]. Reactants: N1(CCOCC1)S(=O)(=O)C=CC1=CC=C(C=C1)[C@H]1CC(CC1)=O ((3R)-3-{4-[2-(morpholine-4-sulfonyl)-vinyl]-phenyl}-cyclopentanone). Reagents/catalysts: [Pd] (Pd/C). Solvent: CCOC(=O)C (EtOAc). The product is N1(CCOCC1)S(=O)(=O)CCC1=CC=C(C=C1)[C@H]1CC(CC1)=O ((3R)-3-{4-[2-(Morpholine-4-sulfonyl)-ethyl]-phenyl}-cyclopentanone). As a reaction SMILES: [N:1]1([S:7]([CH:10]=[CH:11][C:12]2[CH:17]=[CH:16][C:15]([C@@H:18]3[CH2:22][CH2:21][C:20](=[O:23])[CH2:19]3)=[CH:14][CH:13]=2)(=[O:9])=[O:8])[CH2:6][CH2:5][O:4][CH2:3][CH2:2]1>CCOC(C)=O.[Pd]>[N:1]1([S:7]([CH2:10][CH2:11][C:12]2[CH:17]=[CH:16][C:15]([C@@H:18]3[CH2:22][CH2:21][C:20](=[O:23])[CH2:19]3)=[CH:14][CH:13]=2)(=[O:9])=[O:8])[CH2:2][CH2:3][O:4][CH2:5][CH2:6]1. Procedure details: A solution of (3R)-3-{4-[2-(morpholine-4-sulfonyl)-vinyl]-phenyl}-cyclopentanone (210 mg) in EtOAc (10 ml) containing Pd/C (10%, 50 mg) was hydrogenated over night at r.t. The mixture is filtered and solvents are removed in vacuo to afford the 1H NMR (300 MHz, CDCl3) δ 7.25-7.17 (m, 4H), 3.75 (m, 4H), 3.48-3.34 (m, 1H), 3.32-3.23 (m, 4H), 3.21-3.07 (m, 4H), 2.72-2.61 (m, 1H), 2.53-2.22 (m, 4H), 2.01-1.89 (m, 1H).